From a dataset of the Open Reaction Database (ORD), a public repository of structured organic reaction records. describe an organic reaction: reactants, conditions, products, and yield Starting materials: [OH-].[Na+] (sodium hydroxide), C(C)(=O)SC(C(=O)NC1CCCC(N(C1=O)CC(=O)O)(C)C)CC1=CC=CC=C1 (6-[[2-(acetylthio)-1-oxo-3-phenylpropyl]amino]hexahydro-2,2-dimethyl-7-oxo-1H-azepine-1-acetic acid), SCC(O)C(O)CS (D,L-dithiothreitol), C(C)(=O)O (acetic acid), [OH-].[Na+] (sodium hydroxide). Conditions: temperature 1 celsius, time 30 minute. Yields the product SC(C(=O)NC1CCCC(N(C1=O)CC(=O)O)(C)C)CC1=CC=CC=C1 (Hexahydro-6-[(2-mercapto-1-oxo-3-phenylpropyl)amino]-2,2-dimethyl-7-oxo-1H-azepine-1-acetic acid). The yield is 93.9%. RXN SMILES: C([S:4][CH:5]([CH2:23][C:24]1[CH:29]=[CH:28][CH:27]=[CH:26][CH:25]=1)[C:6]([NH:8][CH:9]1[C:15](=[O:16])[N:14]([CH2:17][C:18]([OH:20])=[O:19])[C:13]([CH3:22])([CH3:21])[CH2:12][CH2:11][CH2:10]1)=[O:7])(=O)C.SCC(C(CS)O)O.[OH-].[Na+].C(O)(=O)C>>[SH:4][CH:5]([CH2:23][C:24]1[CH:25]=[CH:26][CH:27]=[CH:28][CH:29]=1)[C:6]([NH:8][CH:9]1[C:15](=[O:16])[N:14]([CH2:17][C:18]([OH:20])=[O:19])[C:13]([CH3:21])([CH3:22])[CH2:12][CH2:11][CH2:10]1)=[O:7] |f:2.3|. Procedure: A three necked flask was charged with [S-(R*,R*)]-6-[[2-(acetylthio)-1-oxo-3-phenylpropyl]amino]hexahydro-2,2-dimethyl-7-oxo-1H-azepine-1-acetic acid (10 g, 23.78 mmoles) and D,L-dithiothreitol (390 mg, 2.5 mmoles). The flask was flushed with nitrogen. Deoxygenated water (20 ml) was added to the flask and the mixture was cooled to 1° C. Cold (1° C.) deoxygenated sodium hydroxide solution (1.22 N, total 70 ml, 84 mmoles) was added slowly while maintaining the temperature of the reaction mixture b... The reactants are CCC(C)c1ccccc1, ClP(Cl)(Cl)(Cl)Cl, O=S(=O)(O)Cl, ClCCCl, O. Product: CCC(C)c1ccc(S(=O)(=O)Cl)cc1. As a reaction SMILES: [CH3:1][CH2:2][CH:3]([CH3:4])[c:5]1[cH:6][cH:7][cH:8][cH:9][cH:10]1.[Cl:11][P:12]([Cl:13])([Cl:14])([Cl:15])[Cl:16].[Cl:17][S:18](=[O:19])(=[O:20])[OH:21].[Cl:23][CH2:24][CH2:25][Cl:26].[OH2:22]>>[CH3:1][CH2:2][CH:3]([CH3:4])[c:5]1[cH:6][cH:7][c:8]([S:18]([Cl:17])(=[O:19])=[O:20])[cH:9][cH:10]1. The reactants are C(C1=CC=CC=C1)OC1=C(C=C(C=C1C)C[C@H](C(=O)OC)O)C (methyl(R)-3-(4-benzyloxy-3,5-dimethyl-phenyl)-2-hydroxy-propionate), ClC(=O)OC1=CC=C(C=C1)[N+](=O)[O-] (4-nitrophenyl chloroformate), N1CCC(CC1)N1C(NC2=C1C=NC=1C=CC=CC21)=O (3-piperidin-4-yl-1,3-dihydro-imidazo[4,5-c]quinoline-2-one). Reagents/catalysts: CN(C1=CC=NC=C1)C (4-dimethylaminopyridine). Solvent: N1=CC=CC=C1 (pyridine), N1=CC=CC=C1 (pyridine). Run at time 1 hour. Product: O=C1NC2=C(C=NC=3C=CC=CC23)N1C1CCN(CC1)C(=O)O[C@H](CC1=CC(=C(C(=C1)C)OCC1=CC=CC=C1)C)C(=O)OC ((R)-2-(4-benzyloxy-3,5-dimethyl-phenyl)-1-methoxycarbonyl-ethyl 4-(2-oxo-1,2-dihydro-imidazo[4,5-c]quinolin-3-yl)-piperidine-1-carboxylate). As a reaction SMILES: Cl[C:2](OC1C=CC([N+]([O-])=O)=CC=1)=[O:3].[CH2:14]([O:21][C:22]1[C:27]([CH3:28])=[CH:26][C:25]([CH2:29][C@@H:30]([OH:35])[C:31]([O:33][CH3:34])=[O:32])=[CH:24][C:23]=1[CH3:36])[C:15]1[CH:20]=[CH:19][CH:18]=[CH:17][CH:16]=1.[NH:37]1[CH2:42][CH2:41][CH:40]([N:43]2[C:47]3[CH:48]=[N:49][C:50]4[CH:51]=[CH:52][CH:53]=[CH:54][C:55]=4[C:46]=3[NH:45][C:44]2=[O:56])[CH2:39][CH2:38]1>CN(C)C1C=CN=CC=1.N1C=CC=CC=1>[O:56]=[C:44]1[N:43]([CH:40]2[CH2:39][CH2:38][N:37]([C:2]([O:35][C@@H:30]([C:31]([O:33][CH3:34])=[O:32])[CH2:29][C:25]3[CH:24]=[C:23]([CH3:36])[C:22]([O:21][CH2:14][C:15]4[CH:20]=[CH:19][CH:18]=[CH:17][CH:16]=4)=[C:27]([CH3:28])[CH:26]=3)=[O:3])[CH2:42][CH2:41]2)[C:47]2[CH:48]=[N:49][C:50]3[CH:51]=[CH:52][CH:53]=[CH:54][C:55]=3[C:46]=2[NH:45]1. Procedure: Under a nitrogen atmosphere 1.28 g (6.36 mmol) 4-nitrophenyl chloroformate were added at RT to a solution of 0.78 g (6.36 mmol) 4-dimethylaminopyridine in 100 mL pyridine and the mixture was stirred for 1 h at RT. Then a solution of 2.00 g (6.36 mmol) methyl(R)-3-(4-benzyloxy-3,5-dimethyl-phenyl)-2-hydroxy-propionate in 20 mL pyridine was added dropwise at RT and the reaction mixture was stirred for 2 h after the end of the addition. Then 1.71 g (6.36 mmol) 3-piperidin-4-yl-1,3-dihydro-imidazo[4... Reaction SMILES: [CH3:1][N:2]([CH3:17])[C:3]1[CH:4]=[C:5]([NH:9][C:10]2[CH:15]=[C:14]([NH2:16])[N:13]=[CH:12][N:11]=2)[CH:6]=[CH:7][CH:8]=1.[Cl:18][C:19]1[CH:24]=[CH:23][CH:22]=[C:21]([Cl:25])[C:20]=1[N:26]=[C:27]=[O:28]>C(OCC)(=O)C>[Cl:18][C:19]1[CH:24]=[CH:23][CH:22]=[C:21]([Cl:25])[C:20]=1[NH:26][C:27]([NH:16][C:14]1[CH:15]=[C:10]([NH:9][C:5]2[CH:6]=[CH:7][CH:8]=[C:3]([N:2]([CH3:17])[CH3:1])[CH:4]=2)[N:11]=[CH:12][N:13]=1)=[O:28]. Procedure: The title compound is prepared analogously as described in Example 105B from N-(3-dimethylamino-phenyl)-pyrimidine-4,6-diamine and 2,6-dichlorophenyl isocyanate using ethyl acetate instead of CH2Cl2 for the work-up procedure. Starting materials: CN(C=1C=C(C=CC1)NC1=NC=NC(=C1)N)C (N-(3-dimethylamino-phenyl)-pyrimidine-4,6-diamine), ClC1=C(C(=CC=C1)Cl)N=C=O (2,6-dichlorophenyl isocyanate). Yields the product ClC1=C(C(=CC=C1)Cl)NC(=O)NC1=NC=NC(=C1)NC1=CC(=CC=C1)N(C)C (1-(2,6-Dichloro-phenyl)-3-[6-(3-dimethylamino-phenylamino)-pyrimidin-4-yl]-urea). The solvent is C(C)(=O)OCC (ethyl acetate). Starting materials: O.C(=O)(O)[C@@H](CC1(CCCC1)C(=O)N[C@@H](CC1=CC=C(C=C1)O)C(=O)O)CNC([C@@H](NS(=O)(=O)C)CCCCN)=O ((S,S,S)-N-(1-[2-carboxy-3-(N2-mesyllysylamino)propyl]-1-cyclopentylcarbonyl)tyrosine hydrate), O.CO (water methanol). Run in O.CC(=O)C (water acetone). Product: C(=O)(O)[C@@H](CC1(CCCC1)C(=O)N[C@@H](CC1=CC=C(C=C1)O)C(=O)O)CNC([C@@H](NS(=O)(=O)C)CCCCN)=O ((S,S,S)-N-(1-[2-Carboxy-3-(N2-mesyllysylamino)propyl]-1-cyclopentylcarbonyl)tyrosine). As a reaction SMILES: O.[C:2]([C@H:5]([CH2:27][NH:28][C:29](=[O:41])[C@H:30]([CH2:36][CH2:37][CH2:38][CH2:39][NH2:40])[NH:31][S:32]([CH3:35])(=[O:34])=[O:33])[CH2:6][C:7]1([C:12]([NH:14][C@H:15]([C:24]([OH:26])=[O:25])[CH2:16][C:17]2[CH:22]=[CH:21][C:20]([OH:23])=[CH:19][CH:18]=2)=[O:13])[CH2:11][CH2:10][CH2:9][CH2:8]1)([OH:4])=[O:3].O.CO>O.CC(C)=O>[C:2]([C@H:5]([CH2:27][NH:28][C:29](=[O:41])[C@H:30]([CH2:36][CH2:37][CH2:38][CH2:39][NH2:40])[NH:31][S:32]([CH3:35])(=[O:34])=[O:33])[CH2:6][C:7]1([C:12]([NH:14][C@H:15]([C:24]([OH:26])=[O:25])[CH2:16][C:17]2[CH:22]=[CH:21][C:20]([OH:23])=[CH:19][CH:18]=2)=[O:13])[CH2:11][CH2:10][CH2:9][CH2:8]1)([OH:4])=[O:3] |f:0.1,2.3,4.5|. Procedure: A solution of (S,S,S)-N-(1-[2-carboxy-3-(N2-mesyllysylamino)propyl]-1-cyclopentylcarbonyl)tyrosine hydrate (the δ-form, see Preparation 2) (3.0 g) in a 1:5 water/methanol mixture (18 ml) or a 1:10 water/acetone mixture (33 ml) was stirred for 3 days at room temperature. The resulting solid was collected by filtration and dried to give the title compound as a white solid, m.p. 246-8° C. (from the aqueous methanol method), m.p. 242-3° C. (from the aqueous acetone method). The reactants are ClC1=C(C=C(C(=C1)N1C(C=CC2=CC(=CC=C12)S(=O)(=O)OC1=C(C(=C(C(=C1F)F)F)F)F)=O)OC)C1=CC(=CC=C1)F (perfluorophenyl 1-(2-chloro-3′-fluoro-5-methoxy-[1,1′-biphenyl]-4-yl)-2-oxo-1,2-dihydroquinoline-6-sulfonate), NC=1SC=NN1 (2-amino-1,3,4-thiadiazole), C([O-])([O-])=O.[Cs+].[Cs+] (cesium carbonate). Reaction conditions: time 8 hour. Yields the product ClC1=C(C=C(C(=C1)N1C(C=CC2=CC(=CC=C12)S(=O)(=O)NC=1SC=NN1)=O)OC)C1=CC(=CC=C1)F (1-(2-chloro-3′-fluoro-5-methoxy-[1,1′-biphenyl]-4-yl)-2-oxo-N-(1,3,4-thiadiazol-2-yl)-1,2-dihydroquinoline-6-sulfonamide). Yield: 102.8%. Reaction SMILES: [Cl:1][C:2]1[CH:7]=[C:6]([N:8]2[C:17]3[C:12](=[CH:13][C:14]([S:18]([O:21]C4C(F)=C(F)C(F)=C(F)C=4F)(=O)=[O:19])=[CH:15][CH:16]=3)[CH:11]=[CH:10][C:9]2=[O:33])[C:5]([O:34][CH3:35])=[CH:4][C:3]=1[C:36]1[CH:41]=[CH:40][CH:39]=[C:38]([F:42])[CH:37]=1.[NH2:43][C:44]1[S:45][CH:46]=[N:47][N:48]=1.C(=O)([O-])[O-].[Cs+].[Cs+]>>[Cl:1][C:2]1[CH:7]=[C:6]([N:8]2[C:17]3[C:12](=[CH:13][C:14]([S:18]([NH:43][C:44]4[S:45][CH:46]=[N:47][N:48]=4)(=[O:21])=[O:19])=[CH:15][CH:16]=3)[CH:11]=[CH:10][C:9]2=[O:33])[C:5]([O:34][CH3:35])=[CH:4][C:3]=1[C:36]1[CH:41]=[CH:40][CH:39]=[C:38]([F:42])[CH:37]=1 |f:2.3.4|. Procedure details: A vial was charged with perfluorophenyl 1-(2-chloro-3′-fluoro-5-methoxy-[1,1′-biphenyl]-4-yl)-2-oxo-1,2-dihydroquinoline-6-sulfonate (0.140 g, 0.224 mmol), 2-amino-1,3,4-thiadiazole (0.027 g, 0.268 mmol), and cesium carbonate (0.219 g, 0.671 mmol). The vial was flushed with Ar (g), then acetonitrile (2.2 mL) was added. The reaction was stirred overnight at RT. The mixture was diluted with EtOAc and NH4Cl (sat.). The layers were separated, and the aqueous layer was extracted with EtOAc (2×). The ... The product is CCCC(=O)Oc1cccc2oc(C(=O)O)cc(=O)c12. As a reaction SMILES: [C:34].[CH2:1]([c:2]1[cH:3][cH:4][cH:5][cH:6][cH:7]1)[O:8][C:9](=[O:10])[c:11]1[o:12][c:13]2[c:14]([c:15](=[O:17])[cH:16]1)[c:18]([O:22][C:23]([CH2:24][CH2:25][CH3:26])=[O:27])[cH:19][cH:20][cH:21]2.[CH3:28][CH2:29][O:30][C:31](=[O:32])[CH3:33].[Pd:35]>>[O:8]=[C:9]([OH:10])[c:11]1[o:12][c:13]2[c:14]([c:15](=[O:17])[cH:16]1)[c:18]([O:22][C:23]([CH2:24][CH2:25][CH3:26])=[O:27])[cH:19][cH:20][cH:21]2. The reactants are C, CCCC(=O)Oc1cccc2oc(C(=O)OCc3ccccc3)cc(=O)c12, CCOC(C)=O, [Pd]. Starting materials: C1COCCN1, CC(=O)O, Cl, CC(=O)C1CCC2C3CCC4CC(O)CCC4(C)C3C(=O)CC12C. Yields the product CC12CC(=O)C3C(CCC4CC(O)CCC43C)C1CCC2C(=O)CCN1CCOCC1. As a reaction SMILES: [CH2:25]1[CH2:26][O:27][CH2:28][CH2:29][NH:30]1.[CH3:32][C:33](=[O:34])[OH:35].[ClH:31].[OH:1][CH:2]1[CH2:3][CH:4]2[CH2:5][CH2:6][CH:7]3[CH:8]4[CH2:9][CH2:10][CH:11]([C:12]([CH3:13])=[O:14])[C:15]4([CH3:24])[CH2:16][C:17](=[O:23])[CH:18]3[C:19]2([CH3:22])[CH2:20][CH2:21]1>>[OH:1][CH:2]1[CH2:3][CH:4]2[CH2:5][CH2:6][CH:7]3[CH:8]4[CH2:9][CH2:10][CH:11]([C:12]([CH2:13][CH2:32][N:30]5[CH2:25][CH2:26][O:27][CH2:28][CH2:29]5)=[O:14])[C:15]4([CH3:24])[CH2:16][C:17](=[O:23])[CH:18]3[C:19]2([CH3:22])[CH2:20][CH2:21]1. Reactants: NC1=NC=NN2C1=C(C(=C2)C(=O)OCC)C2=CC=C(C=C2)[N+](=O)[O-] (ethyl 4-amino-5-(4-nitrophenyl)pyrrolo[2,1-f][1,2,4]triazine-6-carboxylate), [OH-].[Na+] (sodium hydroxide), Cl (hydrochoric acid). Yields the product NC1=NC=NN2C1=C(C(=C2)C(=O)O)C2=CC=C(C=C2)[N+](=O)[O-] (4-amino-5-(4-nitrophenyl)pyrrolo[2,1-f][1,2,4]triazine-6-carboxylic acid). Reaction SMILES: [NH2:1][C:2]1[C:7]2=[C:8]([C:16]3[CH:21]=[CH:20][C:19]([N+:22]([O-:24])=[O:23])=[CH:18][CH:17]=3)[C:9]([C:11]([O:13]CC)=[O:12])=[CH:10][N:6]2[N:5]=[CH:4][N:3]=1.[OH-].[Na+].Cl>C(O)C.C1COCC1>[NH2:1][C:2]1[C:7]2=[C:8]([C:16]3[CH:17]=[CH:18][C:19]([N+:22]([O-:24])=[O:23])=[CH:20][CH:21]=3)[C:9]([C:11]([OH:13])=[O:12])=[CH:10][N:6]2[N:5]=[CH:4][N:3]=1 |f:1.2|. Reaction conditions: temperature 80 celsius. Reported procedure: A suspension of ethyl 4-amino-5-(4-nitrophenyl)pyrrolo[2,1-f][1,2,4]triazine-6-carboxylate (1.04 g, 3.18 mmol) in ethanol (10 mL), THF (5 mL) and 1N aqueous sodium hydroxide solution (5.56 mL, 5.56 mmol) was heated (80° C.) for 6 h. The homogeneous solution was cooled to rt and treated dropwise with 1N hydrochoric acid (5.56 mL). The reaction was concentrated in vacuo and the resulting solid triturated with water to give the desired product in quantitative yield. This material could be used with... Run in C(C)O (ethanol), C1CCOC1 (THF).